describe an organic reaction: reactants, conditions, products, and yield From a dataset of the Open Reaction Database (ORD), a public repository of structured organic reaction records. RXN SMILES: ClC1C(Cl)=CC(NC2C3C(=CC(OCCOCC)=C(N)C=3)N=CN=2)=C(F)C=1.[Cl:28][C:29]1[C:34]([Cl:35])=[CH:33][C:32]([NH:36][C:37]2[C:46]3[C:41](=[CH:42][C:43]([O:50][CH2:51][CH2:52][O:53][CH2:54][CH2:55][O:56][CH2:57][CH2:58][O:59][CH2:60][CH2:61][O:62][CH2:63][CH2:64][O:65][CH2:66][CH2:67]O)=[C:44]([N+:47]([O-])=O)[CH:45]=3)[N:40]=[CH:39][N:38]=2)=[C:31]([F:69])[CH:30]=1>>[Cl:28][C:29]1[C:34]([Cl:35])=[CH:33][C:32]([NH:36][C:37]2[C:46]3[C:41](=[CH:42][C:43]([O:50][CH2:51][CH2:52][O:53][CH2:54][CH2:55][O:56][CH2:57][CH2:58][O:59][CH2:60][CH2:61][O:62][CH2:63][CH2:64][O:65][CH2:66][CH3:67])=[C:44]([NH2:47])[CH:45]=3)[N:40]=[CH:39][N:38]=2)=[C:31]([F:69])[CH:30]=1. The product is ClC1=CC(=C(C=C1Cl)NC1=NC=NC2=CC(=C(C=C12)N)OCCOCCOCCOCCOCCOCC)F (N4-(4,5-Dichloro-2-fluoro-phenyl)-7-{2-[2-(2-{2-[2-ethoxy-ethoxy]-ethoxy}-ethoxy)-ethoxy]-ethoxy}-quinazoline-4,6-diamine). Starting materials: ClC1=CC(=C(C=C1Cl)NC1=NC=NC2=CC(=C(C=C12)N)OCCOCC)F (N4-(4,5-dichloro-2-fluoro-phenyl)-7-[2-ethoxy-ethoxy]-quinazoline-4,6-diamine), ClC1=CC(=C(C=C1Cl)NC1=NC=NC2=CC(=C(C=C12)[N+](=O)[O-])OCCOCCOCCOCCOCCOCCO)F (2-[2-(2-{2-[2-(2-[4-(4,5-Dichloro-2-fluoro-phenylamino)-6-nitro-quinazoline-7-yloxy]-ethoxy]-ethoxy)-ethoxy}-ethoxy]-ethoxy)-ethanol). Reported procedure: Compound 41c was prepared as described hereinabove for Compound 41a, using Compound 29c as a starting material.